This data is from the Open Reaction Database (ORD), a public repository of structured organic reaction records. The task is: describe an organic reaction: reactants, conditions, products, and yield Starting materials: O=C1Nc2ncccc2C1(Br)Br, C1CCOC1, [Cl-], [NH4+], [Zn]. Product: O=C1Cc2cccnc2N1. Reaction SMILES: [Br:1][C:2]1([Br:12])[C:3](=[O:11])[NH:4][c:5]2[n:6][cH:7][cH:8][cH:9][c:10]21.[CH2:15]1[O:16][CH2:17][CH2:18][CH2:19]1.[Cl-:13].[NH4+:14].[Zn:20]>>[CH2:2]1[C:3](=[O:11])[NH:4][c:5]2[n:6][cH:7][cH:8][cH:9][c:10]21.